This data is from the Open Reaction Database (ORD), a public repository of structured organic reaction records. The task is: describe an organic reaction: reactants, conditions, products, and yield Reactants: C(C1=CC=CC=C1)OC1=C(C=C(C=C1)CC(=O)OCC)OC (ethyl 4-benzyloxy-3-methoxyphenylacetate), C1CCOC1 (THF), [OH-].[Li+] (lithium hydroxide), Cl (hydrochloric acid). The solvent is C(C)O (ethanol). Conditions: time 4 hour. The product is C(C1=CC=CC=C1)OC1=C(C=C(C=C1)CC(=O)O)OC (4-Benzyloxy-3-methoxyphenylacetic acid). Yield: 58.0%. RXN SMILES: [CH2:1]([O:8][C:9]1[CH:14]=[CH:13][C:12]([CH2:15][C:16]([O:18]CC)=[O:17])=[CH:11][C:10]=1[O:21][CH3:22])[C:2]1[CH:7]=[CH:6][CH:5]=[CH:4][CH:3]=1.C1COCC1.[OH-].[Li+].Cl>C(O)C>[CH2:1]([O:8][C:9]1[CH:14]=[CH:13][C:12]([CH2:15][C:16]([OH:18])=[O:17])=[CH:11][C:10]=1[O:21][CH3:22])[C:2]1[CH:3]=[CH:4][CH:5]=[CH:6][CH:7]=1 |f:2.3|. Procedure details: To a solution of ethyl 4-benzyloxy-3-methoxyphenylacetate (32 g, 110 mmol), from Step 1, in ethanol (200 mL) and THF (20 mL) was added 200 mL of a 1M aqueous lithium hydroxide solution. The resulting mixture was stirred at ambient temperature for 4 hours and then 1M aqueous hydrochloric acid solution was added to precipitate the product. The solid was filtered, washed with water, taken up in diethyl ether, dried over anhydrous magnesium sulfate, filtered and concentrated under reduced pressure t... The reactants are [Br-], CCCOC(=O)C1CC(n2c(=O)c(Cc3ccc(-c4ccccc4C#N)cc3)c(CCC)n3ncnc23)C1, C[Mg+], CO, [Cl-], Cl, [NH4+], [Na+], C1CCOC1, [OH-], O. Yields the product CCCc1c(Cc2ccc(-c3ccccc3C#N)cc2)c(=O)n(C2CC(C(C)=O)C2)c2ncnn12. RXN SMILES: [Br-:42].[C:1](#[N:2])[c:3]1[c:4](-[c:9]2[cH:10][cH:11][c:12]([CH2:15][c:16]3[c:17](=[O:38])[n:18]([CH:28]4[CH2:29][CH:30]([C:32]([O:34][CH2:33][CH2:35][CH3:36])=[O:37])[CH2:31]4)[c:19]4[n:20]([c:21]3[CH2:22][CH2:23][CH3:24])[n:25][cH:26][n:27]4)[cH:13][cH:14]2)[cH:5][cH:6][cH:7][cH:8]1.[CH3:43][Mg+:44].[CH3:53][OH:54].[Cl-:45].[ClH:41].[NH4+:46].[Na+:40].[O:47]1[CH2:48][CH2:49][CH2:50][CH2:51]1.[OH-:39].[OH2:52]>>[C:1](#[N:2])[c:3]1[c:4](-[c:9]2[cH:10][cH:11][c:12]([CH2:15][c:16]3[c:17](=[O:38])[n:18]([CH:28]4[CH2:29][CH:30]([C:32](=[O:34])[CH3:43])[CH2:31]4)[c:19]4[n:20]([c:21]3[CH2:22][CH2:23][CH3:24])[n:25][cH:26][n:27]4)[cH:13][cH:14]2)[cH:5][cH:6][cH:7][cH:8]1. Starting materials: C1(=CC=C(C=C1)S(=O)(=O)O)C (p-toluenesulphonic acid), O(C[*:2])[*:1] (polyoxymethylene), ClC=1C=C(C=CC1C(C)C)NC(=O)N(C)C (N-(3-Chloro-4-isopropyl-phenyl)-N',N'-dimethylurea), O1CCOCC1 (dioxane). The solvent is C1=CC=CC=C1 (benzene). The product is ClC=1C=C(C=CC1C(C)C)N1COCN(C1=O)C (3-(3-chloro-4-isopropyl-phenyl)-5-methyl-tetrahydro-1,3,5-oxadiazin-4-one). RXN SMILES: [Cl:1][C:2]1[CH:3]=[C:4]([NH:11][C:12]([N:14]([CH3:16])[CH3:15])=[O:13])[CH:5]=[CH:6][C:7]=1[CH:8]([CH3:10])[CH3:9].C1(C)C=CC(S(O)(=O)=O)=CC=1.[O:28]1CCOC[CH2:29]1>C1C=CC=CC=1>[Cl:1][C:2]1[CH:3]=[C:4]([N:11]2[C:12](=[O:13])[N:14]([CH3:15])[CH2:16][O:28][CH2:29]2)[CH:5]=[CH:6][C:7]=1[CH:8]([CH3:9])[CH3:10]. Procedure details: N-(3-Chloro-4-isopropyl-phenyl)-N',N'-dimethylurea (22.65 g.=0.1 mol) is dissolved in a solvent mixture comprising dioxane (50 cc.) and benzene (80 cc.). After adding p-toluenesulphonic acid (1 g.) and polyoxymethylene (8.1 g.), the solution is heated under reflux for 1 hour in a flask equipped with a Dean and Stark apparatus with a reflux condenser. 3.7 cc. of aqueous phase are collected. Reactants: CCOC(=O)CCc1cn(Cc2ccc(OCc3nc(-c4ccco4)oc3C)cc2)nc1OCc1ccccc1, CCO, Cl, [Na+], C1CCOC1, [OH-]. Product: Cc1oc(-c2ccco2)nc1COc1ccc(Cn2cc(CCC(=O)O)c(OCc3ccccc3)n2)cc1. RXN SMILES: [CH2:1]([c:2]1[cH:3][cH:4][cH:5][cH:6][cH:7]1)[O:8][c:9]1[n:10][n:11]([CH2:21][c:22]2[cH:23][cH:24][c:25]([O:28][CH2:29][c:30]3[n:31][c:32](-[c:36]4[o:37][cH:38][cH:39][cH:40]4)[o:33][c:34]3[CH3:35])[cH:26][cH:27]2)[cH:12][c:13]1[CH2:14][CH2:15][C:16](=[O:17])[O:18][CH2:19][CH3:20].[CH3:48][CH2:49][OH:50].[ClH:51].[Na+:42].[O:43]1[CH2:44][CH2:45][CH2:46][CH2:47]1.[OH-:41]>>[CH2:1]([c:2]1[cH:3][cH:4][cH:5][cH:6][cH:7]1)[O:8][c:9]1[n:10][n:11]([CH2:21][c:22]2[cH:23][cH:24][c:25]([O:28][CH2:29][c:30]3[n:31][c:32](-[c:36]4[o:37][cH:38][cH:39][cH:40]4)[o:33][c:34]3[CH3:35])[cH:26][cH:27]2)[cH:12][c:13]1[CH2:14][CH2:15][C:16](=[O:17])[OH:18]. Reactants: COC1=CC=C2C(=CC=NC2=C1)OCC1=NN=C2N1C=C(C=C2)C(=O)N[C@@H]2CN(CC2)C(=O)OC(C)(C)C ((S)-tert-Butyl 3-(3-((7-methoxyquinolin-4-yloxy)methyl)-[1,2,4]triazolo[4,3-a]pyridine-6-carboxamido)pyrrolidine-1-carboxylate), Cl (hydrochloric acid), C1(CC1)NC(=O)C=1C=CC=2N(C1)C(=NN2)COC2=CC=NC1=CC(=CC=C21)OC (N-cyclopropyl-3-((7-methoxyquinolin-4-yloxy)methyl)-[1,2,4]triazolo[4,3-a]pyridine-6-carboxamide), C([O-])([O-])=O.[K+].[K+] (potassium carbonate). Run in CO (methanol). Run at time 5 hour. The product is COC1=CC=C2C(=CC=NC2=C1)OCC1=NN=C2N1C=C(C=C2)C(=O)N[C@@H]2CN(CC2)C(=O)OC(C)(C)C ((S)-tert-Butyl 3-(3-((7-methoxyquinolin-4-yloxy)methyl)-[1,2,4]triazolo[4,3-a]pyridine-6-carboxamido)pyrrolidine-1-carboxylate), COC1=CC=C2C(=CC=NC2=C1)OCC1=NN=C2N1C=C(C=C2)C(=O)N[C@@H]2CNCC2 ((S)-3-((7-methoxyquinolin-4-yloxy)methyl)-N-(pyrrolidin-3-yl)-[1,2,4]triazolo[4,3-a]pyridine-6-carboxamide). Isolated yield 194.2%. RXN SMILES: C1(NC(C2C=CC3N(C(COC4C5C(=CC(OC)=CC=5)N=CC=4)=NN=3)C=2)=O)CC1.[CH3:30][O:31][C:32]1[CH:41]=[C:40]2[C:35]([C:36]([O:42][CH2:43][C:44]3[N:48]4[CH:49]=[C:50]([C:53]([NH:55][C@H:56]5[CH2:60][CH2:59][N:58]([C:61]([O:63][C:64]([CH3:67])([CH3:66])[CH3:65])=[O:62])[CH2:57]5)=[O:54])[CH:51]=[CH:52][C:47]4=[N:46][N:45]=3)=[CH:37][CH:38]=[N:39]2)=[CH:34][CH:33]=1.Cl.C(=O)([O-])[O-].[K+].[K+]>CO>[CH3:30][O:31][C:32]1[CH:41]=[C:40]2[C:35]([C:36]([O:42][CH2:43][C:44]3[N:48]4[CH:49]=[C:50]([C:53]([NH:55][C@H:56]5[CH2:60][CH2:59][N:58]([C:61]([O:63][C:64]([CH3:67])([CH3:66])[CH3:65])=[O:62])[CH2:57]5)=[O:54])[CH:51]=[CH:52][C:47]4=[N:46][N:45]=3)=[CH:37][CH:38]=[N:39]2)=[CH:34][CH:33]=1.[CH3:30][O:31][C:32]1[CH:41]=[C:40]2[C:35]([C:36]([O:42][CH2:43][C:44]3[N:48]4[CH:49]=[C:50]([C:53]([NH:55][C@H:56]5[CH2:60][CH2:59][NH:58][CH2:57]5)=[O:54])[CH:51]=[CH:52][C:47]4=[N:46][N:45]=3)=[CH:37][CH:38]=[N:39]2)=[CH:34][CH:33]=1 |f:3.4.5|. Procedure details: (S)-tert-Butyl 3-(3-((7-methoxyquinolin-4-yloxy)methyl)-[1,2,4]triazolo[4,3-a]pyridine-6-carboxamido)pyrrolidine-1-carboxylate was prepared as previously described for N-cyclopropyl-3-((7-methoxyquinolin-4-yloxy)methyl)-[1,2,4]triazolo[4,3-a]pyridine-6-carboxamide. (S)-tert-Butyl 3-(3-((7-methoxyquinolin-4-yloxy)methyl)-[1,2,4]triazolo[4,3-a]pyridine-6-carboxamido)pyrrolidine-1-carboxylate (0.050 g, 0.096 mmol) was dissolved in methanol (1.5 mL) then added concentrated hydrochloric acid (0.400 m... Yields the product CNC1=Nc2ccccc2C(O)(c2ccccc2)C1(C)C. As a reaction SMILES: [CH3:21][NH2:22].[CH3:23][CH2:24][OH:25].[Cl:1][C:2]1=[N:3][c:4]2[cH:5][cH:6][cH:7][cH:8][c:9]2[C:10]([OH:14])([c:15]2[cH:16][cH:17][cH:18][cH:19][cH:20]2)[C:11]1([CH3:12])[CH3:13].[cH:26]1[cH:27][cH:28][n:29][cH:30][cH:31]1>>[C:2]1([NH:22][CH3:21])=[N:3][c:4]2[cH:5][cH:6][cH:7][cH:8][c:9]2[C:10]([OH:14])([c:15]2[cH:16][cH:17][cH:18][cH:19][cH:20]2)[C:11]1([CH3:12])[CH3:13]. The reactants are CN, CCO, CC1(C)C(Cl)=Nc2ccccc2C1(O)c1ccccc1, c1ccncc1. Starting materials: OC1=C(C(=CC(=C1CCC(C)C)OC)OC)C(CCC1=CC(=C(C(=C1)OC)OCOC)OC)=O (1-(2-hydroxy-4,6-dimethoxy-3-isopentylphenyl)-3-(3,5-dimethoxy-4-methoxymethoxyphenyl)-1-propanone), [H-].[Na+] (sodium hydride), BrCC(=O)OC (methyl α-bromoacetate). The solvent is CN(C=O)C (dimethylformamide). Run at time 45 minute. The product is COC1=C(C(=C(C(=C1)OC)C(CCC1=CC(=C(C(=C1)OC)OCOC)OC)=O)OCC(=O)OC)CCC(C)C (1-(4,6-dimethoxy-2-methoxycarbonylmethoxy-3-isopentylphenyl)-3-(3,5-dimethoxy-4-methoxymethoxyphenyl)-1-propanone). Reaction SMILES: [OH:1][C:2]1[C:7]([CH2:8][CH2:9][CH:10]([CH3:12])[CH3:11])=[C:6]([O:13][CH3:14])[CH:5]=[C:4]([O:15][CH3:16])[C:3]=1[C:17](=[O:34])[CH2:18][CH2:19][C:20]1[CH:25]=[C:24]([O:26][CH3:27])[C:23]([O:28][CH2:29][O:30][CH3:31])=[C:22]([O:32][CH3:33])[CH:21]=1.[H-].[Na+].Br[CH2:38][C:39]([O:41][CH3:42])=[O:40]>CN(C)C=O>[CH3:14][O:13][C:6]1[CH:5]=[C:4]([O:15][CH3:16])[C:3]([C:17](=[O:34])[CH2:18][CH2:19][C:20]2[CH:25]=[C:24]([O:26][CH3:27])[C:23]([O:28][CH2:29][O:30][CH3:31])=[C:22]([O:32][CH3:33])[CH:21]=2)=[C:2]([O:1][CH2:38][C:39]([O:41][CH3:42])=[O:40])[C:7]=1[CH2:8][CH2:9][CH:10]([CH3:12])[CH3:11] |f:1.2|. Reported procedure: Then, 10 ml of dimethylformamide was dropped into a mixture of 2.3 g of 1-(2-hydroxy-4,6-dimethoxy-3-isopentylphenyl)-3-(3,5-dimethoxy-4-methoxymethoxyphenyl)-1-propanone and 0.2 g of sodium hydride at 0° C., and the mixture was stirred for 45 minutes. Then, 0.5 ml of methyl α-bromoacetate was added to the mixture at 0° C., and the mixture was stirred for 20 minutes. After the reaction, the solvent was removed from the reaction liquid mixture by distillation and the residue was dried under a red...